This data is from the Open Reaction Database (ORD), a public repository of structured organic reaction records. The task is: describe an organic reaction: reactants, conditions, products, and yield The reactants are O1CCCC1 (tetrahydrofuran), C(C)OCCO (2-ethoxyethanol), ClCC(=C)C (3-chloro-2-methyl propene), oil, [H-].[Na+] (sodium hydride), [H-].[Na+] (sodium hydride). The solvent is C(C)O (ethanol), O (water). Yields the product C(C(C)=C)OCCOCC (2-ethoxyethyl methallyl ether). As a reaction SMILES: O1CCCC1.[H-].[Na+].Cl[CH2:9][C:10]([CH3:12])=[CH2:11].[CH2:13]([O:15][CH2:16][CH2:17][OH:18])[CH3:14]>O.C(O)C>[CH2:9]([O:18][CH2:17][CH2:16][O:15][CH2:13][CH3:14])[C:10](=[CH2:11])[CH3:12] |f:1.2|. Procedure: Into a 22 liter flask equipped with a reflux condenser, mechanical stirrer, addition funnel and nitrogen gas inlet, was placed 12.5 liters of dry tetrahydrofuran and 1958 grams of a 60% oil dispersion of sodium hydride. The mixture was stirred and heated to a gentle reflux, then 2.99 Kg of 3-chloro-2-methyl propene was added as one portion. Next, 2.79 Kg of 2-ethoxyethanol was added dropwise during 3.5 hours with no external heating of the resulting exothermic reaction. Refluxing was continued f...